This data is from the Open Reaction Database (ORD), a public repository of structured organic reaction records. The task is: describe an organic reaction: reactants, conditions, products, and yield The reactants are C1(=CC=CC=2CCCCC12)C(=O)O (5,6,7,8-tetrahydro-1-naphthalenecarboxylic acid), S(=O)(Cl)Cl (thionyl chloride). Yields the product C1(=CC=CC=2CCCCC12)C(=O)Cl (5,6,7,8 tetrahydo-1-naphthalenecarbonyl chloride). As a reaction SMILES: [C:1]1([C:11]([OH:13])=O)[C:10]2[CH2:9][CH2:8][CH2:7][CH2:6][C:5]=2[CH:4]=[CH:3][CH:2]=1.S(Cl)([Cl:16])=O>>[C:1]1([C:11]([Cl:16])=[O:13])[C:10]2[CH2:9][CH2:8][CH2:7][CH2:6][C:5]=2[CH:4]=[CH:3][CH:2]=1. Procedure details: A solution of 5,6,7,8-tetrahydro-1-naphthalenecarboxylic acid (J. W, Burnham, W. P. Duncan, E. J. Eisenbaum, G. W. Keen, M. C. Hamming, Org. Prep. Proc. Int. 285-290 (1973))(0.205 g, 1.16 mmol) in thionyl chloride (3.26 g, 27.42 minol) was heated at 80 ° C. for 3 h under a stream of nitrogen. Excess thionyl chloride was removed in vacuo, and the residue concentrated a second time from toluene to afford 5,6,7,8 tetrahydo-1-naphthalenecarbonyl chloride as a brown oil. The residue was dissolved in ...